From a dataset of the Open Reaction Database (ORD), a public repository of structured organic reaction records. describe an organic reaction: reactants, conditions, products, and yield Starting materials: NC1=C(C=C(C(=O)C2=CN(C3=CC=CC=C23)CCCC(=O)OCC)C=C1)O (Ethyl 4-[3-(4-amino-3-hydroxybenzoyl)indol-1-yl]butanoate), C([O-])([O-])=O.[K+].[K+] (potassium carbonate), ClC(CC)Br (chlorobromopropane). Run in CC(=O)C (acetone). Conditions: time 4 hour. Yields the product NC1=C(C=C(C(=O)C2=CN(C3=CC=CC=C23)CCCC(=O)OCC)C=C1)OCCCCl (ethyl 4-{3-[4-amino-3-(3-chloropropoxy)benzoyl]indol-1-yl}butanoate). RXN SMILES: [NH2:1][C:2]1[CH:26]=[CH:25][C:5]([C:6]([C:8]2[C:16]3[C:11](=[CH:12][CH:13]=[CH:14][CH:15]=3)[N:10]([CH2:17][CH2:18][CH2:19][C:20]([O:22][CH2:23][CH3:24])=[O:21])[CH:9]=2)=[O:7])=[CH:4][C:3]=1[OH:27].C(=O)([O-])[O-].[K+].[K+].[Cl:34][CH:35](Br)[CH2:36][CH3:37]>CC(C)=O>[NH2:1][C:2]1[CH:26]=[CH:25][C:5]([C:6]([C:8]2[C:16]3[C:11](=[CH:12][CH:13]=[CH:14][CH:15]=3)[N:10]([CH2:17][CH2:18][CH2:19][C:20]([O:22][CH2:23][CH3:24])=[O:21])[CH:9]=2)=[O:7])=[CH:4][C:3]=1[O:27][CH2:37][CH2:36][CH2:35][Cl:34] |f:1.2.3|. Procedure details: Ethyl 4-[3-(4-amino-3-hydroxybenzoyl)indol-1-yl]butanoate (30 g) was suspended in acetone (390 ml), potassium carbonate (23.8 g) and chlorobromopropane (24 ml) were added to the suspension. The mixture was stirred at room temperature for four hours. The reaction mixture was cooled and filtrated. The filtrate was concentrated under reduced pressure. The resultant residue was purified by silica gel column chromatography (n-hexane:ethyl acetate=2:1), to thereby obtain 22.8 g of ethyl 4-{3-[4-amino-...